Dataset: the Open Reaction Database (ORD), a public repository of structured organic reaction records. Task: describe an organic reaction: reactants, conditions, products, and yield The reactants are C(CCSSCCC(=O)O)(=O)O (3,3′-dithiodipropionic acid), CS(=O)(=O)O (methanesulfonic acid), NC(CO)CCCC (2-amino-1-hexanol). Solvent: C(C(C)C)C(=O)C (methyl isobutyl ketone). Reaction conditions: temperature 120 celsius, time 10 minute. Product: methanesulfonate salt, C(CCSSCCC(=O)OCC(CCCC)N)(=O)OCC(CCCC)N (di(2-aminohexyl) 3,3′-dithiodipropionate). As a reaction SMILES: CS(O)(=O)=O.[NH2:6][CH:7]([CH2:10][CH2:11][CH2:12][CH3:13])[CH2:8][OH:9].[C:14]([OH:25])(=O)[CH2:15][CH2:16][S:17][S:18][CH2:19][CH2:20][C:21]([OH:23])=[O:22]>C(C(C)=O)C(C)C>[C:21]([O:23][CH2:8][CH:7]([NH2:6])[CH2:10][CH2:11][CH2:12][CH3:13])(=[O:22])[CH2:20][CH2:19][S:18][S:17][CH2:16][CH2:15][C:14]([O:9][CH2:8][CH:7]([NH2:6])[CH2:10][CH2:11][CH2:12][CH3:13])=[O:25]. Reported procedure: 6.1 g of methanesulfonic acid (manufactured by Wako Pure Chemical Industries, Ltd.) was added dropwise, under an atmosphere of nitrogen and at 70° C., to 7.0 g of 2-amino-1-hexanol (manufactured by Aldrich Co., Ltd.). After stifling for 10 minutes, 6.3 g of 3,3′-dithiodipropionic acid (manufactured by Wako Pure Chemical Industries, Ltd.) was added, and the resulting mixture was heated to 120° C. The mixture was then stirred at 120 to 129° C. for a further 3 hours. Following completion of the rea... Starting materials: OC=1C=C2C[C@H](NCC2=CC1O)C(=O)O ((S)-6,7-Dihydroxy-1,2,3,4-tetrahydro-isoquinoline-3-carboxylic acid), Cl (hydrochloric acid), CO (MeOH). Conditions: time 18 hour. Yields the product COC(=O)[C@H]1NCC2=CC(=C(C=C2C1)O)O ((S)-6,7-Dihydroxy-1,2,3,4-tetrahydro-isoquinoline-3-carboxylic acid methyl ester). Reaction SMILES: [OH:1][C:2]1[CH:3]=[C:4]2[C:9](=[CH:10][C:11]=1[OH:12])[CH2:8][NH:7][C@H:6]([C:13]([OH:15])=[O:14])[CH2:5]2.Cl.[CH3:17]O>>[CH3:17][O:14][C:13]([C@@H:6]1[CH2:5][C:4]2[C:9](=[CH:10][C:11]([OH:12])=[C:2]([OH:1])[CH:3]=2)[CH2:8][NH:7]1)=[O:15]. Reported procedure: (S)-6,7-Dihydroxy-1,2,3,4-tetrahydro-isoquinoline-3-carboxylic acid (62 g), 200 mL anhydrous MeOH, and 26 mL concentrated hydrochloric acid were stirred together overnight at 70° C. The mixture was then evaporated and the residue resuspended in 500 mL acetonitrile with vigorous stirring to wash all the solid material. Stirring continued for 18 h at r.t., after which the solid product was collected by filtration, washed with 100 mL acetonitrile, and dried under vacuum overnight. Yield 77 g (quant... Reaction conditions: temperature 78 celsius, time 15 minute. Yields the product C1(CC1)NC=1C2=C(N=C(N1)NC1=CC=C3CCC(NC3=C1)=O)C=CO2 (7-(4-(cyclopropylamino)furo[3,2-d]pyrimidin-2-ylamino)-3,4-dihydroquinolin-2(1H)-one). Procedure: A flask was charged with 2-methyl-2-butanol (140 mL) and the solvent was sparged with N2 for about 15 min. To the solvent were added 2-chloro-N-cyclopropylfuro[3,2-d]pyrimidin-4-amine (6.5 g, 31 mmol, Example #3, Step C), 7-amino-3,4-dihydroquinolin-2(1H)-one (5.03 g, 31.0 mmol, Astatech), and K2CO3 (8.57 g, 62.0 mmol). The flask was purged with N2 (3×) followed by the addition of X-Phos (2.07 g, 4.34 mmol) and Pd2dba3 (1.99 g, 2.17 mmol). The flask was again purged with N2 (2×) and the mixture ... Reaction SMILES: Cl[C:2]1[N:3]=[C:4]([NH:11][CH:12]2[CH2:14][CH2:13]2)[C:5]2[O:10][CH:9]=[CH:8][C:6]=2[N:7]=1.[NH2:15][C:16]1[CH:25]=[C:24]2[C:19]([CH2:20][CH2:21][C:22](=[O:26])[NH:23]2)=[CH:18][CH:17]=1.C([O-])([O-])=O.[K+].[K+].CC(C1C=C(C(C)C)C(C2C=CC=CC=2P(C2CCCCC2)C2CCCCC2)=C(C(C)C)C=1)C>C1C=CC(/C=C/C(/C=C/C2C=CC=CC=2)=O)=CC=1.C1C=CC(/C=C/C(/C=C/C2C=CC=CC=2)=O)=CC=1.C1C=CC(/C=C/C(/C=C/C2C=CC=CC=2)=O)=CC=1.[Pd].[Pd].CC(O)(CC)C>[CH:12]1([NH:11][C:4]2[C:5]3[O:10][CH:9]=[CH:8][C:6]=3[N:7]=[C:2]([NH:15][C:16]3[CH:25]=[C:24]4[C:19]([CH2:20][CH2:21][C:22](=[O:26])[NH:23]4)=[CH:18][CH:17]=3)[N:3]=2)[CH2:14][CH2:13]1 |f:2.3.4,6.7.8.9.10|. Reactants: ClC=1N=C(C2=C(N1)C=CO2)NC2CC2 (2-chloro-N-cyclopropylfuro[3,2-d]pyrimidin-4-amine), NC1=CC=C2CCC(NC2=C1)=O (7-amino-3,4-dihydroquinolin-2(1H)-one), C(=O)([O-])[O-].[K+].[K+] (K2CO3), CC(C)C1=CC(=C(C(=C1)C(C)C)C2=C(C=CC=C2)P(C3CCCCC3)C4CCCCC4)C(C)C (X-Phos). The reagents and catalysts are C=1C=CC(=CC1)/C=C/C(=O)/C=C/C2=CC=CC=C2.C=1C=CC(=CC1)/C=C/C(=O)/C=C/C2=CC=CC=C2.C=1C=CC(=CC1)/C=C/C(=O)/C=C/C2=CC=CC=C2.[Pd].[Pd] (Pd2dba3). The yield is 30.8%. Solvent: CC(C)(CC)O (2-methyl-2-butanol). Starting materials: COC(=O)N(N(C)S(C)(=O)=O)S(C)(=O)=O, CN(NS(C)(=O)=O)S(C)(=O)=O, CCOC(=O)Cl. Product: CCOC(=O)N(N(C)S(C)(=O)=O)S(C)(=O)=O. Reaction SMILES: [CH3:18][S:19]([N:20]([CH3:21])[N:22]([S:23]([CH3:24])(=[O:25])=[O:26])[C:27]([O:28][CH3:29])=[O:30])(=[O:31])=[O:32].[CH3:1][S:2](=[O:3])(=[O:4])[N:5]([NH:6][S:7](=[O:8])(=[O:9])[CH3:10])[CH3:11].[Cl:12][C:13](=[O:14])[O:15][CH2:16][CH3:17]>>[CH3:1][S:2](=[O:3])(=[O:4])[N:5]([N:6]([S:7](=[O:8])(=[O:9])[CH3:10])[C:13](=[O:14])[O:15][CH2:16][CH3:17])[CH3:11]. Starting materials: C(C)OC(=O)C1(CCNCC1)CCOC (4-(2-methoxy-ethyl)-piperidine-4-carboxylic acid ethyl ester), CC1=NOC(=C1S(=O)(=O)Cl)C (3,5-dimethyl-isoxazole-4-sulfonyl chloride), COCC(C)(C)C1=CC=C(C=C1)N (4-(2-methoxy-1,1-dimethyl-ethyl)-phenylamine). Product: CC1=NOC(=C1S(=O)(=O)N1CCC2(CCN(C2=O)C2=CC=C(C=C2)C(COC)(C)C)CC1)C (8-(3,5-Dimethyl-isoxazole-4-sulfonyl)-2-[4-(2-methoxy-1,1-dimethyl-ethyl)-phenyl]-2,8-diaza-spiro[4.5]decan-1-one). RXN SMILES: C(O[C:4]([C:6]1([CH2:12][CH2:13]OC)[CH2:11][CH2:10][NH:9][CH2:8][CH2:7]1)=[O:5])C.[CH3:16][C:17]1[C:21]([S:22](Cl)(=[O:24])=[O:23])=[C:20]([CH3:26])[O:19][N:18]=1.[CH3:27][O:28][CH2:29][C:30]([C:33]1[CH:38]=[CH:37][C:36]([NH2:39])=[CH:35][CH:34]=1)([CH3:32])[CH3:31]>>[CH3:16][C:17]1[C:21]([S:22]([N:9]2[CH2:8][CH2:7][C:6]3([C:4](=[O:5])[N:39]([C:36]4[CH:35]=[CH:34][C:33]([C:30]([CH3:32])([CH3:31])[CH2:29][O:28][CH3:27])=[CH:38][CH:37]=4)[CH2:13][CH2:12]3)[CH2:11][CH2:10]2)(=[O:24])=[O:23])=[C:20]([CH3:26])[O:19][N:18]=1. Reported procedure: Off-white solid. MS (ESI): 476.22 (MH+). This example was prepared in analogy to example 1 step C) to D) from 4-(2-methoxy-ethyl)-piperidine-4-carboxylic acid ethyl ester (example 1 step B)), 3,5-dimethyl-isoxazole-4-sulfonyl chloride, 4-(2-methoxy-1,1-dimethyl-ethyl)-phenylamine.